Dataset: the Open Reaction Database (ORD), a public repository of structured organic reaction records. Task: describe an organic reaction: reactants, conditions, products, and yield The product is COC=1C=C(C#N)C=CC1C (3-methoxy-4-methylbenzonitrile). As a reaction SMILES: ClS([N:5]=C=O)(=O)=O.[CH3:8][O:9][C:10]1[CH:11]=[C:12]([CH:16]=[CH:17][C:18]=1[CH3:19])[C:13](O)=O.CN(C)C=O>ClCCl>[CH3:8][O:9][C:10]1[CH:11]=[C:12]([CH:16]=[CH:17][C:18]=1[CH3:19])[C:13]#[N:5]. Conditions: temperature 0 celsius, time 30 minute. The reactants are CN(C=O)C (N,N-dimethylformamide), ClS(=O)(=O)N=C=O (chlorosulphonyl isocyanate), COC=1C=C(C(=O)O)C=CC1C (3-methoxy-4-methylbenzoic acid). Run in ClCCl (dichloromethane), ClCCl (dichloromethane). The yield is 60.0%. Procedure: A solution of chlorosulphonyl isocyanate (5.35 ml.) in dichloromethane (3 ml.) was added over 45 minutes to a stirred suspension of 3-methoxy-4-methylbenzoic acid (9.97 g.) in dichloromethane (18 ml.) at reflux under an atmosphere of nitrogen. The resulting bright-red homogeneous solution was heated under reflux for 45 minutes, chilled in an ice-bath, and treated dropwise with N,N-dimethylformamide (9.5 ml.), over 15 minutes. After stirring for 30 minutes at 0° C., the orange solution was poured... Reactants: C1(=CC=CC=C1)C (toluene), ClCC1=C(C=CC=C1C1=CC=CC=C1)C (chloro(phenyl-o-tolyl)methane), NC1=CC=NC=C1 (4-aminopyridine), Cl (hydrochloric acid). Reaction conditions: time 20 hour. Product: CC1=C(C=CC=C1)C(C1=CC=CC=C1)NC1=CC=NC=C1 (N-[α-(2-methylphenyl)benzyl]-4-pyridinamine). The yield is 31.0%. RXN SMILES: C1(C)C=CC=CC=1.Cl[CH2:9][C:10]1[C:15]([C:16]2[CH:21]=[CH:20][CH:19]=[CH:18][CH:17]=2)=[CH:14][CH:13]=[CH:12][C:11]=1[CH3:22].[NH2:23][C:24]1[CH:29]=[CH:28][N:27]=[CH:26][CH:25]=1.Cl>>[CH3:22][C:11]1[CH:12]=[CH:13][CH:14]=[CH:9][C:10]=1[CH:15]([NH:23][C:24]1[CH:29]=[CH:28][N:27]=[CH:26][CH:25]=1)[C:16]1[CH:17]=[CH:18][CH:19]=[CH:20][CH:21]=1. Procedure details: 250 Milliliters of toluene containing 10.8 grams (0.05 mole) of chloro(phenyl-o-tolyl)methane and 14.1 grams (0.15 mole) of 4-aminopyridine were heated under reflux with stirring for 20 hours. The reaction mixture was cooled and the resulting organic layer and solid material were stirred with 2 N hydrochloric acid. The toluene layer was removed and the gummy acidic extracts were basified with 5 N sodium hydroxide. The resulting oil was extracted into toluene and washed with water. After drying o... Reactants: CCOP(=O)(OCC)C(C)=O, CCC(C)=O, [I-], [Na+]. Yields the product CCOP(=O)([O-])C(C)=O, [Na+]. RXN SMILES: [C:1]([CH3:2])(=[O:3])[P:4]([O:5][CH2:6][CH3:7])([O:8][CH2:9][CH3:10])=[O:11].[CH3:14][C:15]([CH2:16][CH3:17])=[O:18].[I-:13].[Na+:12]>>[C:1]([CH3:2])(=[O:3])[P:4]([O:5][CH2:6][CH3:7])(=[O:8])[O-:11].[Na+:12]. Reactants: O=C([O-])[O-], CCOC(=O)C(c1ccccc1)C1CCNCC1, CS(=O)(=O)OCCC=C1c2ccccc2CCc2ccccc21, CCC(C)=O, [K+], [K+]. The product is CCOC(=O)C(c1ccccc1)C1CCN(CCC=C2c3ccccc3CCc3ccccc32)CC1. Reaction SMILES: [C:24](=[O:25])([O-:26])[O-:27].[CH2:30]([CH3:31])[O:32][C:33]([CH:34]([CH:35]1[CH2:36][CH2:37][NH:38][CH2:39][CH2:40]1)[c:41]1[cH:42][cH:43][cH:44][cH:45][cH:46]1)=[O:47].[CH3:1][S:2]([O:3][CH2:6][CH2:7][CH:8]=[C:9]1[c:10]2[c:11]([cH:20][cH:21][cH:22][cH:23]2)[CH2:12][CH2:13][c:14]2[c:15]1[cH:16][cH:17][cH:18][cH:19]2)(=[O:4])=[O:5].[CH3:48][C:49](=[O:50])[CH2:51][CH3:52].[K+:28].[K+:29]>>[CH2:6]([CH2:7][CH:8]=[C:9]1[c:10]2[c:11]([cH:20][cH:21][cH:22][cH:23]2)[CH2:12][CH2:13][c:14]2[c:15]1[cH:16][cH:17][cH:18][cH:19]2)[N:38]1[CH2:37][CH2:36][CH:35]([CH:34]([C:33]([O:32][CH2:30][CH3:31])=[O:47])[c:41]2[cH:42][cH:43][cH:44][cH:45][cH:46]2)[CH2:40][CH2:39]1. The reactants are Brc1cc(Br)c(Br)s1, [Li]CCCC, CC(C)=O, CCOCC, CCCCCC. As a reaction SMILES: [Br:1][c:2]1[s:3][c:4]([Br:8])[cH:5][c:6]1[Br:7].[CH3:15][CH2:16][CH2:17][CH2:18][Li:19].[CH3:20][C:21]([CH3:22])=[O:23].[CH3:24][CH2:25][O:26][CH2:27][CH3:28].[CH3:9][CH2:10][CH2:11][CH2:12][CH2:13][CH3:14]>>[c:2]1([C:21]([CH3:20])([CH3:22])[OH:23])[s:3][c:4]([Br:8])[cH:5][c:6]1[Br:7]. Product: CC(C)(O)c1sc(Br)cc1Br. The reactants are N (Ammonia), COC(CC1=CC(=CC=C1)S(=O)(=O)Cl)=O (methyl[3-(chlorosulfonyl)phenyl]acetate), ClCCl (dichloromethane). Run in C(C)#N (acetonitrile). Conditions: temperature 22 celsius, time 2 hour. Product: COC(CC1=CC(=CC=C1)S(=O)(=O)N)=O (Methyl[3-(aminosulfonyl)phenyl]acetate). As a reaction SMILES: [NH3:1].[CH3:2][O:3][C:4](=[O:16])[CH2:5][C:6]1[CH:11]=[CH:10][CH:9]=[C:8]([S:12](Cl)(=[O:14])=[O:13])[CH:7]=1.ClCCl>C(#N)C>[CH3:2][O:3][C:4](=[O:16])[CH2:5][C:6]1[CH:11]=[CH:10][CH:9]=[C:8]([S:12]([NH2:1])(=[O:14])=[O:13])[CH:7]=1. Procedure details: 0.880 Ammonia (0.027 ml) was added to a stirred solution of methyl[3-(chlorosulfonyl)phenyl]acetate (0.35 g) in a 1:1 mixture of dichloromethane and acetonitrile (1.75 ml), and the mixture was stirred at 22° C. for 2 h. The mixture was allowed to stand for a further 18 h, and the solvent was evaporated in vacuo. The residue was re-dissolved in dichloromethane and applied to a silica gel cartridge (10 g Varian Bond Elut, pre-conditioned with dichloromethane). The cartridge was eluted with dichlor... Reactants: CC1=CC(=C(C=C1)SC1=CC=C(C=C1)O)NC1=CC=NC2=NC(=CC=C12)CCC (4-[4-Methyl-2-(7-propyl-[1,8]naphthyridin-4-ylamino)-phenylsulfanyl]-phenol), C(C)S(=O)(=O)Cl (ethane sulfonyl chloride), C(C)(C)N(C(C)C)CC (N,N-diisopropylethylamine). Reagents/catalysts: CN(C)C=1C=CN=CC1 (DMAP). Solvent: ClC(C)Cl (dichloroethane). Product: CC1=CC(=C(C=C1)SC1=CC=C(C=C1)OS(=O)(=O)CC)NC1=CC=NC2=NC(=CC=C12)CCC (Ethanesulfonic acid 4-[4-methyl-2-(7-propyl-[1,8]naphthyridin-4-ylamino)-phenylsulfanyl]-phenyl ester). RXN SMILES: [CH3:1][C:2]1[CH:7]=[CH:6][C:5]([S:8][C:9]2[CH:14]=[CH:13][C:12]([OH:15])=[CH:11][CH:10]=2)=[C:4]([NH:16][C:17]2[C:26]3[C:21](=[N:22][C:23]([CH2:27][CH2:28][CH3:29])=[CH:24][CH:25]=3)[N:20]=[CH:19][CH:18]=2)[CH:3]=1.[CH2:30]([S:32](Cl)(=[O:34])=[O:33])[CH3:31].C(N(CC)C(C)C)(C)C>CN(C1C=CN=CC=1)C.ClC(Cl)C>[CH3:1][C:2]1[CH:7]=[CH:6][C:5]([S:8][C:9]2[CH:10]=[CH:11][C:12]([O:15][S:32]([CH2:30][CH3:31])(=[O:34])=[O:33])=[CH:13][CH:14]=2)=[C:4]([NH:16][C:17]2[C:26]3[C:21](=[N:22][C:23]([CH2:27][CH2:28][CH3:29])=[CH:24][CH:25]=3)[N:20]=[CH:19][CH:18]=2)[CH:3]=1. Procedure: The product from Example 6 (100 mg, 0.228 mmol) was reacted with ethane sulfonyl chloride (28 mg, 0.228 mmol), N,N-diisopropylethylamine (88.5 mg, 0.685 mmol), and catalytic DMAP in dichloroethane for 18 h giving the crude title compound which was purified by HPLC with TFA providing the product as the trifluoroacetic acid (30 mg, 22%). 1H NMR (300 MHz, DMSO-d6) δ ppm: 0.97 (t, J=7.35 Hz, 3H) 1.34 (t, J=7.17 Hz, 3H) 1.79-1.87 (m, 2H) 2.40 (s, 3H) 2.98 (t, J=7.54 Hz, 2H) 3.47 (q, J=7.35 Hz, 2H) 6.... The reactants are C1CCOC1, O=[N+]([O-])c1ccc(O)c2ccccc12, Nc1nccc(CO)n1, CC(C)OC(=O)N=NC(=O)OC(C)C, c1ccc(P(c2ccccc2)c2ccccc2)cc1. Yields the product Nc1nccc(COc2ccc([N+](=O)[O-])c3ccccc23)n1. RXN SMILES: [CH2:57]1[O:58][CH2:59][CH2:60][CH2:61]1.[N+:10](=[O:11])([O-:12])[c:13]1[cH:14][cH:15][c:16]([OH:23])[c:17]2[cH:18][cH:19][cH:20][cH:21][c:22]12.[NH2:1][c:2]1[n:3][cH:4][cH:5][c:6]([CH2:8][OH:9])[n:7]1.[O:43]=[C:44]([O:45][CH:46]([CH3:47])[CH3:48])[N:49]=[N:50][C:51]([O:52][CH:53]([CH3:54])[CH3:55])=[O:56].[c:24]1([P:25]([c:26]2[cH:27][cH:28][cH:29][cH:30][cH:31]2)[c:32]2[cH:33][cH:34][cH:35][cH:36][cH:37]2)[cH:38][cH:39][cH:40][cH:41][cH:42]1>>[NH2:1][c:2]1[n:3][cH:4][cH:5][c:6]([CH2:8][O:9][c:16]2[cH:15][cH:14][c:13]([N+:10](=[O:11])[O-:12])[c:22]3[c:17]2[cH:18][cH:19][cH:20][cH:21]3)[n:7]1. Starting materials: Cl.CN(CCCN=C=NCC)C (1-(3-Dimethylaminopropyl)-3-ethylcarbodiimide hydrochloride), C(C)(C)(C)OC(=O)N1[C@H](CN(CC1)C1=NC2=C(OC3=C1C=CC=C3)C=CC(=C2)Cl)CC(=O)O ((S)-2-(1-(tert-butoxycarbonyl)-4-(8-chlorodibenzo[b,f][1,4]oxazepin-11-yl)piperazin-2-yl)acetic acid), CC(CC(C)(C)O)O (R-(−)-2-Methyl-2,4-pentanediol). The reagents and catalysts are CN(C1=CC=NC=C1)C (4-Dimethylaminopyridine). The solvent is CN(C)C=O (DMF). Product: ClC1=CC\2=C(OC3=C(\C(=N2)\N2C[C@@H](N(CC2)C(=O)OC(C)(C)C)CC(=O)O[C@H](C)CC(C)(C)O)C=CC=C3)C=C1 ((S)-tert-butyl 4-((E)-8-chlorodibenzo[b,f][1,4]oxazepin-11-yl)-2-(2-((R)-4-hydroxy-4-methylpentan-2-yloxy)-2-oxoethyl)piperazine-1-carboxylate). Reaction SMILES: [C:1]([O:5][C:6]([N:8]1[CH2:13][CH2:12][N:11]([C:14]2[C:20]3[CH:21]=[CH:22][CH:23]=[CH:24][C:19]=3[O:18][C:17]3[CH:25]=[CH:26][C:27]([Cl:29])=[CH:28][C:16]=3[N:15]=2)[CH2:10][C@@H:9]1[CH2:30][C:31]([OH:33])=[O:32])=[O:7])([CH3:4])([CH3:3])[CH3:2].Cl.CN(C)CCCN=C=NCC.[CH3:46][CH:47](O)[CH2:48][C:49]([OH:52])([CH3:51])[CH3:50]>CN(C=O)C.CN(C)C1C=CN=CC=1>[Cl:29][C:27]1[CH:26]=[CH:25][C:17]2[O:18][C:19]3[CH:24]=[CH:23][CH:22]=[CH:21][C:20]=3[C:14]([N:11]3[CH2:12][CH2:13][N:8]([C:6]([O:5][C:1]([CH3:4])([CH3:2])[CH3:3])=[O:7])[C@@H:9]([CH2:30][C:31]([O:33][C@@H:47]([CH2:48][C:49]([OH:52])([CH3:51])[CH3:50])[CH3:46])=[O:32])[CH2:10]3)=[N:15][C:16]=2[CH:28]=1 |f:1.2|. Procedure: (S)-2-(1-(tert-butoxycarbonyl)-4-(8-chlorodibenzo[b,f][1,4]oxazepin-11-yl)piperazin-2-yl)acetic acid (288 mg, 0.61 mmol) can be dissolved in DMF (5 ml). 1-(3-Dimethylaminopropyl)-3-ethylcarbodiimide hydrochloride (222 mg, 1.16 mmol), and 4-Dimethylaminopyridine (48 mg, 0.39 mmol) can be added respectively at room temperature under nitrogen. After about fifteen minutes R-(−)-2-Methyl-2,4-pentanediol (92 mg, 0.78 mmol) can be added and the mixture should be heated to about 50 C under nitrogen. The...